Dataset: the Open Reaction Database (ORD), a public repository of structured organic reaction records. Task: describe an organic reaction: reactants, conditions, products, and yield The reactants are C(CCC)C1=NOC(=C1/C=C/C=1SC(=C(N1)C)C(=O)O)C (2-[(E)-2-(3-butyl-5-methyl-isoxazol-4-yl)-vinyl]-4-methyl-thiazole-5-carboxylic acid), Cl.N[C@H]1[C@@H](CCC1)O (trans-(−)-2-aminocyclopentanol hydrochloride). The product is O[C@H]1[C@@H](CCC1)NC(=O)C1=C(N=C(S1)\C=C\C=1C(=NOC1C)CCCC)C (2-[(E)-2-(3-Butyl-5-methyl-isoxazol-4-yl)-vinyl]-4-methyl-thiazole-5-carboxylic acid ((1R,2R)-2-hydroxy-cyclopentyl)-amide). Isolated yield 75.0%. RXN SMILES: [CH2:1]([C:5]1[C:9](/[CH:10]=[CH:11]/[C:12]2[S:13][C:14]([C:18]([OH:20])=O)=[C:15]([CH3:17])[N:16]=2)=[C:8]([CH3:21])[O:7][N:6]=1)[CH2:2][CH2:3][CH3:4].Cl.[NH2:23][C@@H:24]1[CH2:28][CH2:27][CH2:26][C@H:25]1[OH:29]>>[OH:29][C@@H:25]1[CH2:26][CH2:27][CH2:28][C@H:24]1[NH:23][C:18]([C:14]1[S:13][C:12](/[CH:11]=[CH:10]/[C:9]2[C:5]([CH2:1][CH2:2][CH2:3][CH3:4])=[N:6][O:7][C:8]=2[CH3:21])=[N:16][C:15]=1[CH3:17])=[O:20] |f:1.2|. Procedure details: As described for example 104, 2-[(E)-2-(3-butyl-5-methyl-isoxazol-4-yl)-vinyl]-4-methyl-thiazole-5-carboxylic acid (153 mg, 0.5 mmol) was converted, using trans-(−)-2-aminocyclopentanol hydrochloride instead of rac-2-amino-1-butanol, to the title compound (146 mg, 75%) which was obtained as an off white solid after purification by chromatography (silica, 50 to 100% ethyl acetate in heptane) and recrystallization from ethyl acetate/heptane. MS: m/e=390.3 [M+H]+.